describe an organic reaction: reactants, conditions, products, and yield From a dataset of the Open Reaction Database (ORD), a public repository of structured organic reaction records. As a reaction SMILES: [CH3:1][C:2](=[O:3])[O:4][C:5](=[O:6])[CH3:7].[N:8]1([CH:14]2[CH2:15][CH2:16][CH:17]3[CH2:18][CH2:19][CH:20]4[CH:21]5[CH2:22][CH:23]([N:34]6[CH2:35][CH2:36][CH2:37][CH2:38][CH2:39]6)[CH:24]([OH:33])[C:25]5([CH3:26])[CH2:27][CH2:28][CH:29]4[C:30]3([CH3:32])[CH2:31]2)[CH2:9][CH2:10][CH2:11][CH2:12][CH2:13]1.[Na+:40].[Na+:41].[O-:42][C:43](=[O:44])[O-:45].[cH:46]1[cH:47][cH:48][n:49][cH:50][cH:51]1>>[CH3:1][C:2](=[O:3])[O:33][CH:24]1[CH:23]([N:34]2[CH2:35][CH2:36][CH2:37][CH2:38][CH2:39]2)[CH2:22][CH:21]2[CH:20]3[CH2:19][CH2:18][CH:17]4[CH2:16][CH2:15][CH:14]([N:8]5[CH2:9][CH2:10][CH2:11][CH2:12][CH2:13]5)[CH2:31][C:30]4([CH3:32])[CH:29]3[CH2:28][CH2:27][C:25]21[CH3:26]. Starting materials: CC(=O)OC(C)=O, CC12CC(N3CCCCC3)CCC1CCC1C2CCC2(C)C(O)C(N3CCCCC3)CC12, [Na+], [Na+], O=C([O-])[O-], c1ccncc1. Product: CC(=O)OC1C(N2CCCCC2)CC2C3CCC4CCC(N5CCCCC5)CC4(C)C3CCC21C. The reactants are NC1=C2C(C(=CN(C2=C(C(=C1F)F)C)[C@H]1[C@H](C1)F)C(=O)OCC)=O (ethyl 5-amino-6,7-difluoro-[(1R,2S)-2-fluorocyclopropyl]-1,4-dihydro-8-methyl-4-oxoquinoline-3-carboxylate), C(C)(=O)O (acetic acid), Cl (hydrochloric acid). Run in O (water). Product: NC1=C2C(C(=CN(C2=C(C(=C1F)F)C)[C@H]1[C@H](C1)F)C(=O)O)=O (5-Amino-6,7-difluoro-[(1R,2S)-2-fluorocyclopropyl]-1,4-dihydro-8-methyl-4-oxoquinoline-3-carboxylic acid). The yield is 79.0%. As a reaction SMILES: [NH2:1][C:2]1[C:11]([F:12])=[C:10]([F:13])[C:9]([CH3:14])=[C:8]2[C:3]=1[C:4](=[O:24])[C:5]([C:19]([O:21]CC)=[O:20])=[CH:6][N:7]2[C@@H:15]1[CH2:17][C@@H:16]1[F:18].C(O)(=O)C.Cl>O>[NH2:1][C:2]1[C:11]([F:12])=[C:10]([F:13])[C:9]([CH3:14])=[C:8]2[C:3]=1[C:4](=[O:24])[C:5]([C:19]([OH:21])=[O:20])=[CH:6][N:7]2[C@@H:15]1[CH2:17][C@@H:16]1[F:18]. Procedure details: A 10.43 g (30.6 mmol) portion of ethyl 5-amino-6,7-difluoro-[(1R,2S)-2-fluorocyclopropyl]-1,4-dihydro-8-methyl-4-oxoquinoline-3-carboxylate was mixed with 150 ml of acetic acid and 150 ml of concentrated hydrochloric acid and then heated under reflux for 1 hour. After completion of the reaction, the reaction solution was spontaneously cooled and mixed with 700 ml of water. The thus formed crystals were collected by filtration, washed with water (100 ml×2), ethanol (300 ml×1) and ether (300 ml×1)... Starting materials: C1=CC=C(C=C1)P(C2=CC=CC=C2)C3=C(C4=CC=CC=C4C=C3)C5=C(C=CC6=CC=CC=C65)P(C7=CC=CC=C7)C8=CC=CC=C8 ((S)-BINAP), CC1C(C(CC1)=CN(C1=CC=CC=C1)C)=O (2-methyl-5-(N-methyl-anilinomethylene) cyclopentanone), BrC=1C=C(C=CC1)OC (3-Bromoanisole), CC(C)([O-])C.[Na+] (sodium t-butoxide). The reagents and catalysts are C=1C=CC(=CC1)/C=C/C(=O)/C=C/C2=CC=CC=C2.C=1C=CC(=CC1)/C=C/C(=O)/C=C/C2=CC=CC=C2.C=1C=CC(=CC1)/C=C/C(=O)/C=C/C2=CC=CC=C2.[Pd].[Pd] (tris(dibenzylideneacetone)dipalladium). Run in C1(=CC=CC=C1)C (Toluene). Reaction conditions: time 1 minute. Product: COC=1C=C(C=CC1)C1(C(C(CC1)=CN(C1=CC=CC=C1)C)=O)C (2-(3-Methoxyphenyl)-2-methyl-5-(N-methyl-anilinomethylene)-cyclopentanone). The yield is 87.1%. Reaction SMILES: C1C=CC(P(C2C=CC3C(=CC=CC=3)C=2C2C3C(=CC=CC=3)C=CC=2P(C2C=CC=CC=2)C2C=CC=CC=2)C2C=CC=CC=2)=CC=1.[CH3:47][CH:48]1[CH2:52][CH2:51][C:50](=[CH:53][N:54]([CH3:61])[C:55]2[CH:60]=[CH:59][CH:58]=[CH:57][CH:56]=2)[C:49]1=[O:62].Br[C:64]1[CH:65]=[C:66]([O:70][CH3:71])[CH:67]=[CH:68][CH:69]=1.CC(C)([O-])C.[Na+]>C1C=CC(/C=C/C(/C=C/C2C=CC=CC=2)=O)=CC=1.C1C=CC(/C=C/C(/C=C/C2C=CC=CC=2)=O)=CC=1.C1C=CC(/C=C/C(/C=C/C2C=CC=CC=2)=O)=CC=1.[Pd].[Pd].C1(C)C=CC=CC=1>[CH3:71][O:70][C:66]1[CH:65]=[C:64]([C:48]2([CH3:47])[CH2:52][CH2:51][C:50](=[CH:53][N:54]([CH3:61])[C:55]3[CH:60]=[CH:59][CH:58]=[CH:57][CH:56]=3)[C:49]2=[O:62])[CH:69]=[CH:68][CH:67]=1 |f:3.4,5.6.7.8.9|. Reported procedure: An oven dried Schlenk tube equipped with a rubber septum was cooled under an argon purge. The septum was removed and the tube was charged with tris(dibenzylideneacetone)dipalladium (0) (23 mg, 0.025 mmol, 10 mol % Pd), (S)-BINAP (46.7 mg, 0.075 mmol, 15 mol %) and 2-methyl-5-(N-methyl-anilinomethylene) cyclopentanone (108 mg, 0.5 mmol). Toluene (2 mL) was added and the mixture was stirred for 1 min at room temperature. 3-Bromoanisole (187 mg, 1.0 mmol) and sodium t-butoxide (96 mg, 1.0 mmol) wer... Reactants: CCOC(=O)C(C)(C)Br, O=C([O-])[O-], [K+], [K+], CN(C)C=O, O, Sc1ccnn1-c1cccc2ccccc12. Yields the product CCOC(=O)C(C)(C)Sc1ccnn1-c1cccc2ccccc12. As a reaction SMILES: [Br:17][C:18]([C:19](=[O:20])[O:21][CH2:22][CH3:23])([CH3:24])[CH3:25].[C:26](=[O:27])([O-:28])[O-:29].[K+:30].[K+:31].[O:33]=[CH:34][N:35]([CH3:36])[CH3:37].[OH2:32].[c:1]1(-[n:11]2[n:12][cH:13][cH:14][c:15]2[SH:16])[cH:2][cH:3][cH:4][c:5]2[cH:6][cH:7][cH:8][cH:9][c:10]12>>[c:1]1(-[n:11]2[n:12][cH:13][cH:14][c:15]2[S:16][C:18]([C:19](=[O:20])[O:21][CH2:22][CH3:23])([CH3:24])[CH3:25])[cH:2][cH:3][cH:4][c:5]2[cH:6][cH:7][cH:8][cH:9][c:10]12. Reactants: C(C1=CC=CC=C1)OC([C@H]1N(CCC1)C(C(NC(=O)OC(C)(C)C)C(C)CC)=O)=O (N-t-butyloxycarbonyl-D,L-isoleucyl-L-proline benzyl ester), Cl.C(C)(=O)OCC (HCl ethyl acetate). The solvent is C(C)(=O)OCC (ethyl acetate). Product: Cl.C(C1=CC=CC=C1)OC([C@H]1N(CCC1)C(C(N)C(C)CC)=O)=O (D,L-isoleucyl-L-proline benzyl ester hydrochloride). The yield is 90.0%. RXN SMILES: [CH2:1]([O:8][C:9](=[O:30])[C@@H:10]1[CH2:14][CH2:13][CH2:12][N:11]1[C:15](=[O:29])[CH:16]([CH:25]([CH2:27][CH3:28])[CH3:26])[NH:17]C(OC(C)(C)C)=O)[C:2]1[CH:7]=[CH:6][CH:5]=[CH:4][CH:3]=1.[ClH:31].C(OCC)(=O)C>C(OCC)(=O)C>[ClH:31].[CH2:1]([O:8][C:9](=[O:30])[C@@H:10]1[CH2:14][CH2:13][CH2:12][N:11]1[C:15](=[O:29])[CH:16]([CH:25]([CH2:27][CH3:28])[CH3:26])[NH2:17])[C:2]1[CH:7]=[CH:6][CH:5]=[CH:4][CH:3]=1 |f:1.2,4.5|. Procedure details: N-t-butyloxycarbonyl-D,L-isoleucyl-L-proline benzyl ester (13 g) was dissolved in ethyl acetate (34 ml), and 15% HCl/ethyl acetate solution (25 ml) was added dropwisely upon cooled. After the completion of addition, the resulting mixture was allowed to warm up naturally to room temperature to react for 4 h, and then concentrated under reduced pressure to remove the reaction liquid, and the oil was recrystallized with isopropanol/n-hexane to give 4.5 g white solid (90%), with the content being 94... The reactants are [N+](=O)(O)[O-] (nitric acid), C(CCCCCCCCCCC)C1OC2=C(NC1=O)C=C(C=C2)O (2-n-dodecyl-6-hydroxy-2H-1,4-benzoxazin-3-(4H)-one). Solvent: C(C)(=O)O (acetic acid), C(C)(=O)O (acetic acid). Product: C(CCCCCCCCCCC)C1OC2=C(NC1=O)C=C(C(=C2)[N+](=O)[O-])O (2-n-dodecyl-6-hydroxy-7-nitro-2H-1,4-benzoxazin-3-(4H)-one). As a reaction SMILES: [N+:1]([O-:4])(O)=[O:2].[CH2:5]([CH:17]1[C:22](=[O:23])[NH:21][C:20]2[CH:24]=[C:25]([OH:28])[CH:26]=[CH:27][C:19]=2[O:18]1)[CH2:6][CH2:7][CH2:8][CH2:9][CH2:10][CH2:11][CH2:12][CH2:13][CH2:14][CH2:15][CH3:16]>C(O)(=O)C>[CH2:5]([CH:17]1[C:22](=[O:23])[NH:21][C:20]2[CH:24]=[C:25]([OH:28])[C:26]([N+:1]([O-:4])=[O:2])=[CH:27][C:19]=2[O:18]1)[CH2:6][CH2:7][CH2:8][CH2:9][CH2:10][CH2:11][CH2:12][CH2:13][CH2:14][CH2:15][CH3:16]. Procedure details: Fumic nitric acid (δ 1.52, 1.4 ml, 0.0336 mole) in acetic acid (16 ml) was added dropwise under stirring at 15° C. to 2-n-dodecyl-6-hydroxy-2H-1,4-benzoxazin-3-(4H)-one (11.2 g, 0.0336 mole) in acetic acid. The 2-n-dodecyl-6-hydroxy-2H-1,4-benzoxazin-3-(4H)-one (5.6 g, 44%) separated as orange prisms and was used as such.